This data is from the Open Reaction Database (ORD), a public repository of structured organic reaction records. The task is: describe an organic reaction: reactants, conditions, products, and yield The reactants are CC(c1ccccn1)N1CCN(c2c(Br)cnc(N)c2[N+](=O)[O-])CC1, Nc1ncc(Br)c(Cl)c1[N+](=O)[O-], Brc1ccccn1, C1CNCCN1, CC(C)O, CCN(C(C)C)C(C)C, ClCCl, CC(C)(C)OC(=O)N1CCN(Cc2ccc(C(F)(F)F)nc2)CC1, O=C(O)C(F)(F)F, c1ccncc1. Product: Nc1ncc(Br)c(N2CCN(Cc3ccc(C(F)(F)F)nc3)CC2)c1[N+](=O)[O-]. RXN SMILES: [Br:1][c:2]1[c:3]([N:12]2[CH2:13][CH2:14][N:15]([CH:18]([c:19]3[cH:20][cH:21][cH:22][cH:23][n:24]3)[CH3:25])[CH2:16][CH2:17]2)[c:4]([N+:9](=[O:10])[O-:11])[c:5]([NH2:8])[n:6][cH:7]1.[Br:57][c:58]1[c:59]([Cl:60])[c:61]([N+:62]([O-:63])=[O:64])[c:65]([NH2:66])[n:67][cH:68]1.[Br:75][c:76]1[cH:77][cH:78][cH:79][cH:80][n:81]1.[CH2:69]1[NH:70][CH2:71][CH2:72][NH:73][CH2:74]1.[CH:82]([OH:83])([CH3:84])[CH3:85].[CH:86]([N:87]([CH2:88][CH3:89])[CH:90]([CH3:91])[CH3:92])([CH3:93])[CH3:94].[Cl:101][CH2:102][Cl:103].[F:26][C:27]([c:28]1[cH:29][cH:30][c:31]([CH2:34][N:35]2[CH2:36][CH2:37][N:38]([C:39]([O:40][C:41]([CH3:42])([CH3:43])[CH3:44])=[O:45])[CH2:46][CH2:47]2)[cH:32][n:33]1)([F:48])[F:49].[F:50][C:51]([F:52])([F:53])[C:54]([OH:55])=[O:56].[cH:95]1[cH:96][cH:97][n:98][cH:99][cH:100]1>>[Br:1][c:2]1[c:3]([N:12]2[CH2:13][CH2:14][N:15]([CH2:18][c:31]3[cH:30][cH:29][c:28]([C:27]([F:26])([F:48])[F:49])[n:33][cH:32]3)[CH2:16][CH2:17]2)[c:4]([N+:9](=[O:10])[O-:11])[c:5]([NH2:8])[n:6][cH:7]1. The yield is 88.2%. As a reaction SMILES: [Cl-].[Al+3].[Cl-].[Cl-].[C:5]1([S:11]([CH2:14][C:15]2[C:20]([C:21]([O:23][CH3:24])=[O:22])=[C:19]([O:25]C)[C:18]([Br:27])=[CH:17][CH:16]=2)(=[O:13])=[O:12])[CH:10]=[CH:9][CH:8]=[CH:7][CH:6]=1.CN(C)C1C=CC=CC=1>C(Cl)Cl>[C:5]1([S:11]([CH2:14][C:15]2[C:20]([C:21]([O:23][CH3:24])=[O:22])=[C:19]([OH:25])[C:18]([Br:27])=[CH:17][CH:16]=2)(=[O:13])=[O:12])[CH:6]=[CH:7][CH:8]=[CH:9][CH:10]=1 |f:0.1.2.3|. The product is C1(=CC=CC=C1)S(=O)(=O)CC1=CC=C(C(=C1C(=O)OC)O)Br (methyl 6-(benzenesulfonylmethyl)-3-bromo-2-hydroxybenzoate). Solvent: C(Cl)Cl (DCM), C(Cl)Cl (DCM). Starting materials: Ice water, resultant mixture, [Cl-].[Al+3].[Cl-].[Cl-] (Aluminium chloride), C1(=CC=CC=C1)S(=O)(=O)CC1=CC=C(C(=C1C(=O)OC)OC)Br (methyl 6-(benzenesulfonylmethyl)-3-bromo-2-methoxybenzoate), C1(=CC=CC=C1)S(=O)(=O)CC1=CC=C(C(=C1C(=O)OC)OC)Br (methyl 6-(benzenesulfonylmethyl)-3-bromo-2-methoxybenzoate), CN(C1=CC=CC=C1)C (N,N-dimethylaniline). Reported procedure: Aluminium chloride (2.16 g) was added to a stirred solution of methyl 6-(benzenesulfonylmethyl)-3-bromo-2-methoxybenzoate (Intermediate 41, 2.15 g) and N,N-dimethylaniline (3.26 g) in DCM (35 mL) and the resultant mixture was stirred for 50 minutes. Ice water and DCM were added and the organic layer was separated, washed with 1M HCl, dried (Na2SO4), filtered. The filtrate was evaporated to dryness and the residue was purified by chromatography on silica, eluting with DCM to give methyl 6-(benzen... Reactants: COC(=O)C1=CC=C2C=CNC2=C1 (1H-indole-6-carboxylic acid methyl ester), FC(OC1=CC=C(CBr)C=C1)F (4-difluoromethoxy-benzyl bromide), [H-].[Na+] (sodium hydride). The solvent is O (water), C(C)(=O)OCC (ethyl acetate), CN(C)C=O (DMF). Reaction conditions: time 3.5 hour. Product: COC(=O)C1=CC=C2C=CN(C2=C1)CC1=CC=C(C=C1)OC(F)F (1-(4-difluoromethoxy-phenylmethyl)-1H-indole-6-carboxylic acid methyl ester). Isolated yield 21.1%. RXN SMILES: [CH3:1][O:2][C:3]([C:5]1[CH:13]=[C:12]2[C:8]([CH:9]=[CH:10][NH:11]2)=[CH:7][CH:6]=1)=[O:4].[F:14][CH:15]([F:25])[O:16][C:17]1[CH:24]=[CH:23][C:20]([CH2:21]Br)=[CH:19][CH:18]=1.[H-].[Na+]>CN(C=O)C.O.C(OCC)(=O)C>[CH3:1][O:2][C:3]([C:5]1[CH:13]=[C:12]2[C:8]([CH:9]=[CH:10][N:11]2[CH2:21][C:20]2[CH:19]=[CH:18][C:17]([O:16][CH:15]([F:14])[F:25])=[CH:24][CH:23]=2)=[CH:7][CH:6]=1)=[O:4] |f:2.3|. Procedure: To a solution of commercially available 1H-indole-6-carboxylic acid methyl ester (0.35 g, 2.0 mmol) and 4-difluoromethoxy-benzyl bromide (0.52 g, 2.2 mmol) in DMF (2 mL) was added sodium hydride (92 mg, 2.3 mmol). After stirring at room temperature for 3.5 hr, the solution was diluted with water (25 mL) and ethyl acetate (75 mL), the organic layer was washed again with dilute NaHCO3 (25 mL) and then brine (25 mL). The organic layer was dried over Na2SO4, filtered and concentrated. The remaining ... Starting materials: C(=O)(O)CC1SC2(N(C1=O)CCC1=CC=CC=C1)CCN(CC2)C(CCC(=O)O)=O (4-[2-(carboxymethyl)-3-oxo-4-phenethyl-1-thia-4,8-diazaspiro[4.5]decan-8-yl]-4-oxobutanoic acid), aqueous solution, [OH-].[Na+] (sodium hydroxide), ice water, C(C)(=O)OCC (ethyl acetate). The solvent is C(C)O (ethanol). Conditions: time 5 hour. Yields the product C(=O)(O)CC1SC2(N(C1=O)CCC1=CC=CC=C1)CCN(CC2)C(CCC(=O)[O-])=O.[Na+].[Na+].C(=O)(O)CC2SC1(N(C2=O)CCC2=CC=CC=C2)CCN(CC1)C(CCC(=O)[O-])=O (disodium 4-[2-(carboxymethyl)-3-oxo-4-phenethyl-1-thia-4,8-diazaspiro[4.5]decan-8-yl]-4-oxobutanoate). Reaction SMILES: [C:1]([CH2:4][CH:5]1[C:9](=[O:10])[N:8]([CH2:11][CH2:12][C:13]2[CH:18]=[CH:17][CH:16]=[CH:15][CH:14]=2)[C:7]2([CH2:23][CH2:22][N:21]([C:24](=[O:30])[CH2:25][CH2:26][C:27]([OH:29])=[O:28])[CH2:20][CH2:19]2)[S:6]1)([OH:3])=[O:2].[OH-].[Na+:32].C(OCC)(=O)C>C(O)C>[C:1]([CH2:4][CH:5]1[C:9](=[O:10])[N:8]([CH2:11][CH2:12][C:13]2[CH:18]=[CH:17][CH:16]=[CH:15][CH:14]=2)[C:7]2([CH2:23][CH2:22][N:21]([C:24](=[O:30])[CH2:25][CH2:26][C:27]([O-:29])=[O:28])[CH2:20][CH2:19]2)[S:6]1)([OH:3])=[O:2].[Na+:32].[Na+:32].[C:1]([CH2:4][CH:5]1[C:9](=[O:10])[N:8]([CH2:11][CH2:12][C:13]2[CH:18]=[CH:17][CH:16]=[CH:15][CH:14]=2)[C:7]2([CH2:23][CH2:22][N:21]([C:24](=[O:30])[CH2:25][CH2:26][C:27]([O-:29])=[O:28])[CH2:20][CH2:19]2)[S:6]1)([OH:3])=[O:2] |f:1.2,5.6.7.8|. Procedure details: In 1.4 ml of ethanol was dissolved 0.31 g of 4-[2-(carboxymethyl)-3-oxo-4-phenethyl-1-thia-4,8-diazaspiro[4.5]decan-8-yl]-4-oxobutanoic acid. After adding 1.36 ml of 1 mol/L aqueous solution of sodium hydroxide at 0-5° C., the resulting mixture was stirred at ambient temperature for 5 hours. The reaction mixture was poured into a mixture of ice water and ethyl acetate, and the aqueous layer was separated. The aqueous layer thus obtained was concentrated under reduce pressure to obtain 0.32 g of ... The reactants are C([O-])([O-])=O.[Na+].[Na+] (sodium carbonate), CC1=NC=C(C=C1)O (2-methyl-5-pyridinol), ClC1=CC=C(C=O)C=C1 (4-chlorobenzaldehyde), C([O-])([O-])=O.[K+].[K+] (potassium carbonate). Solvent: CN(C=O)C (dimethylformamide). The product is CC1=NC=C(C=C1)OC1=CC=C(C=O)C=C1 (4-(2-methyl-5-pyridyloxy)benzaldehyde). Yield: 35.0%. Reaction SMILES: [CH3:1][C:2]1[CH:7]=[CH:6][C:5]([OH:8])=[CH:4][N:3]=1.Cl[C:10]1[CH:17]=[CH:16][C:13]([CH:14]=[O:15])=[CH:12][CH:11]=1.C(=O)([O-])[O-].[K+].[K+].C(=O)([O-])[O-].[Na+].[Na+]>CN(C)C=O>[CH3:1][C:2]1[CH:7]=[CH:6][C:5]([O:8][C:10]2[CH:17]=[CH:16][C:13]([CH:14]=[O:15])=[CH:12][CH:11]=2)=[CH:4][N:3]=1 |f:2.3.4,5.6.7|. Procedure details: A mixture of 25 g of 2-methyl-5-pyridinol, 32 g of 4-chlorobenzaldehyde, 75 g of potassium carbonate and 200 ml of dimethylformamide was heated under refluxing for 6 hours with stirring. After cooling, the mixture was filtered and the filtrate was concentrated. The resulting oily substance was dissolved in diethyl ether, and the solution was washed successively with an aqueous solution of sodium hydroxide and water, and dried over magnesium sulfate. The solvent was then distilled off and the res... The reactants are CO, COC(=O)c1cc(N2CCOCC2)cc(N)c1[N+](=O)[O-]. Product: COC(=O)c1cc(N2CCOCC2)cc(N)c1N. Reaction SMILES: [CH3:21][OH:22].[NH2:1][c:2]1[c:3]([N+:18]([O-:19])=[O:20])[c:4]([C:5](=[O:6])[O:7][CH3:8])[cH:9][c:10]([N:12]2[CH2:13][CH2:14][O:15][CH2:16][CH2:17]2)[cH:11]1>>[NH2:1][c:2]1[c:3]([NH2:18])[c:4]([C:5](=[O:6])[O:7][CH3:8])[cH:9][c:10]([N:12]2[CH2:13][CH2:14][O:15][CH2:16][CH2:17]2)[cH:11]1. The reactants are FC(C1=NN(C=2CCCCC12)C1=CC=C(C(=O)O)C=C1)(F)F (4-[3-(trifluoromethyl)-4,5,6,7-tetrahydro-1H-indazol-1-yl]benzoic acid), CNCC1=CC=CC=C1 (N-methylbenzylamine). The product is CN(C(C1=CC=C(C=C1)N1N=C(C=2CCCCC12)C(F)(F)F)=O)CC1=CC=CC=C1 (N-methyl-N-(phenylmethyl)-4-[3-(trifluoromethyl)-4,5,6,7-tetrahydro-1H-indazol-1-yl]benzamide). RXN SMILES: [F:1][C:2]([F:22])([F:21])[C:3]1[C:11]2[CH2:10][CH2:9][CH2:8][CH2:7][C:6]=2[N:5]([C:12]2[CH:20]=[CH:19][C:15]([C:16]([OH:18])=O)=[CH:14][CH:13]=2)[N:4]=1.[CH3:23][NH:24][CH2:25][C:26]1[CH:31]=[CH:30][CH:29]=[CH:28][CH:27]=1>>[CH3:23][N:24]([CH2:25][C:26]1[CH:31]=[CH:30][CH:29]=[CH:28][CH:27]=1)[C:16](=[O:18])[C:15]1[CH:14]=[CH:13][C:12]([N:5]2[C:6]3[CH2:7][CH2:8][CH2:9][CH2:10][C:11]=3[C:3]([C:2]([F:1])([F:21])[F:22])=[N:4]2)=[CH:20][CH:19]=1. Procedure details: The title compound was prepared from 4-[3-(trifluoromethyl)-4,5,6,7-tetrahydro-1H-indazol-1-yl]benzoic acid and N-methylbenzylamine using a similar procedure to that described for Example 2. The product is COC=1N=C2C=CNC2=CC1 (5-Methoxy-4-Aza-1H-Indole). The reagents and catalysts are [Pd] (palladium on carbon). RXN SMILES: [CH3:1][O:2][C:3]1[CH:8]=[CH:7][C:6]([N+]([O-])=O)=[C:5]([CH:12]=[CH:13][N:14](C)C)[N:4]=1.[H][H]>C(O)C.[Pd]>[CH3:1][O:2][C:3]1[N:4]=[C:5]2[C:6](=[CH:7][CH:8]=1)[NH:14][CH:13]=[CH:12]2. Procedure: 2-Methoxy-5-Nitro-6-(2-Dimethylaminoethen-1-yl)pyridine (38.78 g, 174 mmol) was dissolved in 1.2 L of ethanol, and charged with 10% palladium on carbon (5.0 g). The mixture was hydrogenated at room temperature under 40 p.s.i. of hydrogen pressure for 4 hours. After filtration through celite followed by chromatography on silica gel (50% ethyl acetate/hexane), the material was recrystallized from ethyl acetate/hexane to provide 19.62 g of the title compound. (76%). MS(m/e): 149 (M+). EA calculated... Reactants: COC1=NC(=C(C=C1)[N+](=O)[O-])C=CN(C)C (2-Methoxy-5-Nitro-6-(2-Dimethylaminoethen-1-yl)pyridine), [H][H] (hydrogen). Isolated yield 76.1%. Solvent: C(C)O (ethanol). Yields the product CN1C=C(C2=CC=CC=C12)CNC (1-methyl-3-(methylaminomethyl)-1H-indole). Procedure: To a solution of 1-methylindole-3-carboxaldehyde (10.0 g, 62.8 mmole) in MeOH (100 mL) was added a solution of 2.0 M CH3NH2 in MeOH (126 mL, 252.0 mmole). The reaction was stirred at RT for 2 hrs, then was concentrated to a light yellow oil. This oil was dissolved in EtOH (300 mL), and NaB3H4 (2.38 g, 62.8 mmole) was added. After 2 hrs the reaction was concentrated to a slurry and dissolved in 1.0 N NaOH (75 mL). The aqueous solution was extracted with Et2O (2×200 mL) and the combined organic fr... The reactants are NaB3H4, CN1C=C(C2=CC=CC=C12)C=O (1-methylindole-3-carboxaldehyde), CN (CH3NH2). Solvent: CO (MeOH), CO (MeOH). Reaction conditions: time 2 hour. RXN SMILES: [CH3:1][N:2]1[C:10]2[C:5](=[CH:6][CH:7]=[CH:8][CH:9]=2)[C:4]([CH:11]=O)=[CH:3]1.[CH3:13][NH2:14]>CO>[CH3:1][N:2]1[C:10]2[C:5](=[CH:6][CH:7]=[CH:8][CH:9]=2)[C:4]([CH2:11][NH:14][CH3:13])=[CH:3]1. The reactants are N(=NC(=O)N1CCCCC1)C(=O)N1CCCCC1 (1,1'-(azodicarbonyl)dipiperidine), C(#N)C=1C=C(C=CC1)S(=O)(=O)OC=1C=C(C=C(C1)C)O (3-(3-cyanophenylsulfonyloxy)-5-methylphenol), C(CCC)P(CCCC)CCCC (tri-n-butylphosphine), C(CCO)O (1,3-propanediol). Solvent: O1CCCC1 (tetrahydrofuran), CCCCCC (Hexane). Reaction conditions: time 8 hour. The product is C(#N)C=1C=C(C=CC1)S(=O)(=O)OC=1C=C(OCCCO)C=C(C1)C (3-[3-(3-Cyanophenylsulfonyloxy)-5-methylphenoxy]propanol). The yield is 79.2%. RXN SMILES: [C:1]([C:3]1[CH:4]=[C:5]([S:9]([O:12][C:13]2[CH:14]=[C:15]([OH:20])[CH:16]=[C:17]([CH3:19])[CH:18]=2)(=[O:11])=[O:10])[CH:6]=[CH:7][CH:8]=1)#[N:2].C(P(CCCC)CCCC)CCC.[CH2:34](O)[CH2:35][CH2:36][OH:37].N(C(N1CCCCC1)=O)=NC(N1CCCCC1)=O>O1CCCC1.CCCCCC>[C:1]([C:3]1[CH:4]=[C:5]([S:9]([O:12][C:13]2[CH:14]=[C:15]([CH:16]=[C:17]([CH3:19])[CH:18]=2)[O:20][CH2:34][CH2:35][CH2:36][OH:37])(=[O:11])=[O:10])[CH:6]=[CH:7][CH:8]=1)#[N:2]. Procedure: To a solution of 3-(3-cyanophenylsulfonyloxy)-5-methylphenol (2.30 g, 8.0 mmol), as prepared in the preceding step, tri-n-butylphosphine (2.4 g, 12.0 mmol) and 1,3-propanediol (3.0 g, 40 mmol) in anhydrous tetrahydrofuran (50 mL) was added 1,1'-(azodicarbonyl)dipiperidine (3.0 g, 12.0 mmol). The mixture was stirred at ambient temperature overnight. Hexane (100 mL) was added to the mixture, and the precipitates were removed by filtration. The filtrate was evaporated in vacuo, and the residue was ...